This data is from the Open Reaction Database (ORD), a public repository of structured organic reaction records. The task is: describe an organic reaction: reactants, conditions, products, and yield Reported procedure: N-(Benzyloxycarbonyl)-3-amino-1-cyclobutanone (3.51 g, 16.0 mmol) from Step A was dissolved in 100 mL of THF and the THF solution was cooled to -78° C. with stirring under a nitrogen atmosphere. To the solution was added 17.6 mL (17.6 mmol) of potassium tri-sec-butylborohydride (sold by Aldrich Chemical Company as a 1M solution in THF under the registered trademark K-Selectride®) and stirring was continued for 10 minutes. The reaction mixture was allowed to warm to 0° C. and then quenched with 1... Yields the product C(C1=CC=CC=C1)OC(=O)NC1CC(C1)O (N-(Benzyloxycarbonyl)-3-amino-1-cyclobutanol). Run at temperature 0 celsius, time 10 minute. Reaction SMILES: [CH2:1]([O:8][C:9]([NH:11][CH:12]1[CH2:15][C:14](=[O:16])[CH2:13]1)=[O:10])[C:2]1[CH:7]=[CH:6][CH:5]=[CH:4][CH:3]=1.C([BH-](C(CC)C)C(CC)C)(CC)C.[K+].C(O)(=O)C>C1COCC1>[CH2:1]([O:8][C:9]([NH:11][CH:12]1[CH2:15][CH:14]([OH:16])[CH2:13]1)=[O:10])[C:2]1[CH:7]=[CH:6][CH:5]=[CH:4][CH:3]=1 |f:1.2|. Yield: 62.7%. Run in C1CCOC1 (THF), C1CCOC1 (THF), C1CCOC1 (THF). The reactants are CCC([BH-](C(CC)C)C(CC)C)C.[K+] (K-Selectride), C(C1=CC=CC=C1)OC(=O)NC1CC(C1)=O (N-(Benzyloxycarbonyl)-3-amino-1-cyclobutanone), C(C)(CC)[BH-](C(C)CC)C(C)CC.[K+] (potassium tri-sec-butylborohydride), solution, C(C)(=O)O (acetic acid).